This data is from the Open Reaction Database (ORD), a public repository of structured organic reaction records. The task is: describe an organic reaction: reactants, conditions, products, and yield Reactants: FC(F)(F)C(F)(F)Cc1ccc(CBr)cc1, COCCOC, CCOC(=O)CC(=O)c1cccc(Cl)c1, [H-], [Na+]. The product is CCOC(=O)C(Cc1ccc(CC(F)(F)C(F)(F)F)cc1)C(=O)c1cccc(Cl)c1. Reaction SMILES: [Br:18][CH2:19][c:20]1[cH:21][cH:22][c:23]([CH2:26][C:27]([C:28]([F:29])([F:30])[F:31])([F:32])[F:33])[cH:24][cH:25]1.[CH2:34]([CH2:35][O:36][CH3:37])[O:38][CH3:39].[Cl:1][c:2]1[cH:3][c:4]([C:8]([CH2:9][C:10](=[O:11])[O:12][CH2:13][CH3:14])=[O:15])[cH:5][cH:6][cH:7]1.[H-:16].[Na+:17]>>[Cl:1][c:2]1[cH:3][c:4]([C:8]([CH:9]([C:10](=[O:11])[O:12][CH2:13][CH3:14])[CH2:19][c:20]2[cH:21][cH:22][c:23]([CH2:26][C:27]([C:28]([F:29])([F:30])[F:31])([F:32])[F:33])[cH:24][cH:25]2)=[O:15])[cH:5][cH:6][cH:7]1. Starting materials: CC1(C2=C(C(=CC=C2)P(C3=CC=CC=C3)C4=CC=CC=C4)OC5=C(C=CC=C51)P(C6=CC=CC=C6)C7=CC=CC=C7)C (Xantphos), ClC1=NC=C(C(=N1)C=1C=C(C=CC1)NC(C=C)=O)Cl (N-(3-(2,5-dichloropyrimidin-4-yl)phenyl)acrylamide), CN1CCN(CC1)C1=CC=C(N)C=C1 (4-(4-methylpiperazin-1-yl)aniline), C([O-])([O-])=O.[K+].[K+] (potassium carbonate). Reagents/catalysts: C=1C=CC(=CC1)/C=C/C(=O)/C=C/C2=CC=CC=C2.C=1C=CC(=CC1)/C=C/C(=O)/C=C/C2=CC=CC=C2.C=1C=CC(=CC1)/C=C/C(=O)/C=C/C2=CC=CC=C2.[Pd].[Pd] (Pd2(dba)3). Solvent: C1(=CC=CC=C1)C (toluene). Conditions: temperature 200 celsius. Yields the product ClC=1C(=NC(=NC1)NC1=CC=C(C=C1)N1CCN(CC1)C)C=1C=C(C=CC1)NC(C=C)=O (N-(3-(5-chloro-2-((4-(4-methylpiperazin-1-yl)phenyl)amino)pyrimidin-4-yl)phenyl)acrylamide). As a reaction SMILES: Cl[C:2]1[N:7]=[C:6]([C:8]2[CH:9]=[C:10]([NH:14][C:15](=[O:18])[CH:16]=[CH2:17])[CH:11]=[CH:12][CH:13]=2)[C:5]([Cl:19])=[CH:4][N:3]=1.[CH3:20][N:21]1[CH2:26][CH2:25][N:24]([C:27]2[CH:33]=[CH:32][C:30]([NH2:31])=[CH:29][CH:28]=2)[CH2:23][CH2:22]1.C(=O)([O-])[O-].[K+].[K+].CC1(C)C2C(=C(P(C3C=CC=CC=3)C3C=CC=CC=3)C=CC=2)OC2C(P(C3C=CC=CC=3)C3C=CC=CC=3)=CC=CC1=2>C1(C)C=CC=CC=1.C1C=CC(/C=C/C(/C=C/C2C=CC=CC=2)=O)=CC=1.C1C=CC(/C=C/C(/C=C/C2C=CC=CC=2)=O)=CC=1.C1C=CC(/C=C/C(/C=C/C2C=CC=CC=2)=O)=CC=1.[Pd].[Pd]>[Cl:19][C:5]1[C:6]([C:8]2[CH:9]=[C:10]([NH:14][C:15](=[O:18])[CH:16]=[CH2:17])[CH:11]=[CH:12][CH:13]=2)=[N:7][C:2]([NH:31][C:30]2[CH:29]=[CH:28][C:27]([N:24]3[CH2:23][CH2:22][N:21]([CH3:20])[CH2:26][CH2:25]3)=[CH:33][CH:32]=2)=[N:3][CH:4]=1 |f:2.3.4,7.8.9.10.11|. Reported procedure: N-(3-(2,5-dichloropyrimidin-4-yl)phenyl)acrylamide (30 mg, 0.102 mmol), 4-(4-methylpiperazin-1-yl)aniline (21 mg, 0.110 mmol)) and potassium carbonate (14 mg, 0.101 mmol) were dissolved in toluene (4 mL) in a sealable microwave compatible reaction tube, then Pd2(dba)3 (2 mg, 0.002 mmol) and Xantphos (2.7 mg, 0.005 mmol) were added. The reaction tube was sealed and the reaction was heated under microwave irradiation (40 min, 200° C., 3 atm). The reaction was monitored by TLC. The product was puri... Reactants: 2p-toluenesulfonic acid, CN1CCOCC1 (N-methylmorpholine), C(C1=CC=CC=C1)C(C(=O)O)CC1=CC=CC=C1 (2-benzyl-3-phenylpropionic acid), C(=O)(N1C=NC=C1)N1C=NC=C1 (1,1'-carbonyldiimidazole), N[C@@H](CC1=CNC=N1)C(=O)N[C@@H](CC(C)C)C=NNC(=O)N (L-histidyl-L-leucinal semicarbazone). Run in CN(C=O)C (N,N-dimethylformamide), ClCCl (dichloromethane). Conditions: time 30 minute. The product is C(C1=CC=CC=C1)C(C(=O)N[C@@H](CC1=CNC=N1)C(=O)N[C@@H](CC(C)C)C=NNC(=O)N)CC1=CC=CC=C1 (N-(2-benzyl-3-phenylpropionyl)-L-histidyl-L-leucinal semicarbazone). The yield is 30.5%. As a reaction SMILES: [CH2:1]([CH:8]([CH2:12][C:13]1[CH:18]=[CH:17][CH:16]=[CH:15][CH:14]=1)[C:9]([OH:11])=O)[C:2]1[CH:7]=[CH:6][CH:5]=[CH:4][CH:3]=1.C(N1C=CN=C1)(N1C=CN=C1)=O.[NH2:31][C@H:32]([C:39]([NH:41][C@H:42]([CH:47]=[N:48][NH:49][C:50]([NH2:52])=[O:51])[CH2:43][CH:44]([CH3:46])[CH3:45])=[O:40])[CH2:33][C:34]1[N:38]=[CH:37][NH:36][CH:35]=1.CN1CCOCC1>CN(C)C=O.ClCCl>[CH2:12]([CH:8]([CH2:1][C:2]1[CH:3]=[CH:4][CH:5]=[CH:6][CH:7]=1)[C:9]([NH:31][C@H:32]([C:39]([NH:41][C@H:42]([CH:47]=[N:48][NH:49][C:50]([NH2:52])=[O:51])[CH2:43][CH:44]([CH3:46])[CH3:45])=[O:40])[CH2:33][C:34]1[N:38]=[CH:37][NH:36][CH:35]=1)=[O:11])[C:13]1[CH:18]=[CH:17][CH:16]=[CH:15][CH:14]=1. Reported procedure: A mixture of 240 mg of 2-benzyl-3-phenylpropionic acid and 170 mg of 1,1'-carbonyldiimidazole was added to 10 ml of dry dichloromethane, and the mixture was stirred for 30 minutes at room temperature. The reaction mixture was added to a solution of 650 mg of L-histidyl-L-leucinal semicarbazone.2p-toluenesulfonic acid salt and 200 mg of N-methylmorpholine in 10 ml of dry N,N-dimethylformamide, and the mixture was stirred overnight at room temperature. The reaction mixture was concentrated under r... Reactants: COC=1C=C(C=C(C1OC)OC)C(CC(CC1=CC=C(C=C1)N)NC([C@H]1NCCC1)=O)=O (L-proline, 1-[2-(3,4,5-trimethoxyphenyl)-2-oxoethyl] 2-(4-aminophenyl)ethylamide), ClC(=O)OCC=C (allyl chloroformate). Product: COC=1C=C(C=C(C1OC)OC)C(CC(CC1=CC=C(C=C1)NC(=O)OCC=C)NC([C@H]1NCCC1)=O)=O (L-proline, 1-[2-(3,4,5-trimethoxyphenyl)-2-oxoethyl] 2-(4-(N-carboalloxy)aminophenyl)ethylamide). The yield is 74.5%. As a reaction SMILES: [CH3:1][O:2][C:3]1[CH:4]=[C:5]([C:13](=[O:32])[CH2:14][CH:15]([NH:24][C:25](=[O:31])[C@@H:26]2[CH2:30][CH2:29][CH2:28][NH:27]2)[CH2:16][C:17]2[CH:22]=[CH:21][C:20]([NH2:23])=[CH:19][CH:18]=2)[CH:6]=[C:7]([O:11][CH3:12])[C:8]=1[O:9][CH3:10].Cl[C:34]([O:36][CH2:37][CH:38]=[CH2:39])=[O:35]>>[CH3:12][O:11][C:7]1[CH:6]=[C:5]([C:13](=[O:32])[CH2:14][CH:15]([NH:24][C:25](=[O:31])[C@@H:26]2[CH2:30][CH2:29][CH2:28][NH:27]2)[CH2:16][C:17]2[CH:22]=[CH:21][C:20]([NH:23][C:34]([O:36][CH2:37][CH:38]=[CH2:39])=[O:35])=[CH:19][CH:18]=2)[CH:4]=[C:3]([O:2][CH3:1])[C:8]=1[O:9][CH3:10]. Reported procedure: Following the procedure described in Example 154, treatment of L-proline, 1-[2-(3,4,5-trimethoxyphenyl)-2-oxoethyl] 2-(4-aminophenyl)ethylamide (100 mg, 0.23 mmol) with allyl chloroformate (0.036 mL, 0.34 mmol) provided 90 mg of L-proline, 1-[2-(3,4,5-trimethoxyphenyl)-2-oxoethyl] 2-(4-(N-carboalloxy)aminophenyl)ethylamide as a foam. Reactants: O (water), C[Si](N[Si](C)(C)C)(C)C (1,1,1,3,3,3-hexamethyldisilazane), CO (methanol), C(C)(C)(C)OC(=O)N1CC2(CC1)CC=1N(C3=CC=CC=C3C1C=1C(OC(C1C1=CN(C3=CC=CC=C13)C)=O)=O)CC2 (3-[1'-(tert.butoxycarbonyl)-7,9-dihydrospiro[pyrido[1,2-a]indole-8(6H),3'-pyrrolidin]-10-yl]-4-(1-methyl-3-indolyl)furan-2,5-dione). Solvent: CN(C)C=O (DMF). Conditions: time 16 hour. The product is C(C)(C)(C)OC(=O)N1CC2(CC1)CC=1N(C3=CC=CC=C3C1C=1C(NC(C1C1=CN(C3=CC=CC=C13)C)=O)=O)CC2 (3-[1'-(tert.butoxycarbonyl)-7,9-dihydrospiro[pyrido-[1,2-a]indole-8(6H).3'-pyrrolidin]-10-yl]-4-(1-methyl-3-indolyl)-1H-pyrrole-2,5-dione). Isolated yield 58.7%. As a reaction SMILES: C[Si](C)(C)[NH:3][Si](C)(C)C.CO.[C:12]([O:16][C:17]([N:19]1[CH2:23][CH2:22][C:21]2([CH2:52][CH2:51][N:26]3[C:27]4[C:32]([C:33]([C:34]5[C:35](=[O:50])O[C:37](=[O:49])[C:38]=5[C:39]5[C:47]6[C:42](=[CH:43][CH:44]=[CH:45][CH:46]=6)[N:41]([CH3:48])[CH:40]=5)=[C:25]3[CH2:24]2)=[CH:31][CH:30]=[CH:29][CH:28]=4)[CH2:20]1)=[O:18])([CH3:15])([CH3:14])[CH3:13].O>CN(C=O)C>[C:12]([O:16][C:17]([N:19]1[CH2:23][CH2:22][C:21]2([CH2:52][CH2:51][N:26]3[C:27]4[C:32]([C:33]([C:34]5[C:35](=[O:50])[NH:3][C:37](=[O:49])[C:38]=5[C:39]5[C:47]6[C:42](=[CH:43][CH:44]=[CH:45][CH:46]=6)[N:41]([CH3:48])[CH:40]=5)=[C:25]3[CH2:24]2)=[CH:31][CH:30]=[CH:29][CH:28]=4)[CH2:20]1)=[O:18])([CH3:13])([CH3:14])[CH3:15]. Procedure: A mixture of 4.09 g of 1,1,1,3,3,3-hexamethyldisilazane and 0.41 g of methanol was added to a solution of 1.40 g of 3-[1'-(tert.butoxycarbonyl)-7,9-dihydrospiro[pyrido[1,2-a]indole-8(6H),3'-pyrrolidin]-10-yl]-4-(1-methyl-3-indolyl)furan-2,5-dione in 25 ml of dry DMF and stirred for 16 hours. The mixture was poured into 100 ml of water and extracted with ethyl acetate. The ethyl acetate extracts were washed with sodium chloride solution, dried and concentrated. There were obtained 820 mg of 3-[1'... The reactants are CC(C)Oc1cc(OC(C)C)cc(C(=O)O)c1, O=S(Cl)Cl, c1ccccc1. Yields the product CC(C)Oc1cc(OC(C)C)cc(C(=O)Cl)c1. As a reaction SMILES: [CH:1]([CH3:2])([CH3:3])[O:4][c:5]1[cH:6][c:7]([C:8](=[O:9])[OH:10])[cH:11][c:12]([O:14][CH:15]([CH3:16])[CH3:17])[cH:13]1.[S:18]([Cl:19])([Cl:20])=[O:21].[cH:22]1[cH:23][cH:24][cH:25][cH:26][cH:27]1>>[CH:1]([CH3:2])([CH3:3])[O:4][c:5]1[cH:6][c:7]([C:8](=[O:9])[Cl:20])[cH:11][c:12]([O:14][CH:15]([CH3:16])[CH3:17])[cH:13]1. Reactants: C(C1=CC=CC=C1)Br (Benzyl bromide), [OH-].[Na+] (NaOH), [Br-].COC1=CC=[N+](C=C1)CC1=CC=CC=C1 (4-methoxy-1-(phenylmethyl)pyridinium bromide), II (Iodine), [Mg] (magnesium), [NH4+].[OH-] (NH4OH), C(C1=CC=CC=C1)Br (Benzyl bromide), Cl (HCl). Solvent: C(C)OCC (diethyl ether), C(C)OCC (diethyl ether), C(C)OCC (diethyl ether), O (water). The product is COC1=CC(N(C=C1)CC1=CC=CC=C1)CC1=CC=CC=C1 ((±)-1,2-dihydro-4-methoxy-1,2-bis(phenylmethyl)pyridine). Isolated yield 100.0%. Reaction SMILES: II.[Mg].[CH2:4](Br)[C:5]1[CH:10]=[CH:9][CH:8]=[CH:7][CH:6]=1.[Br-].[CH3:13][O:14][C:15]1[CH:20]=[CH:19][N+:18]([CH2:21][C:22]2[CH:27]=[CH:26][CH:25]=[CH:24][CH:23]=2)=[CH:17][CH:16]=1.Cl.[NH4+].[OH-].[OH-].[Na+]>C(OCC)C.O>[CH3:13][O:14][C:15]1[CH:16]=[CH:17][N:18]([CH2:21][C:22]2[CH:27]=[CH:26][CH:25]=[CH:24][CH:23]=2)[CH:19]([CH2:4][C:5]2[CH:10]=[CH:9][CH:8]=[CH:7][CH:6]=2)[CH:20]=1 |f:3.4,6.7,8.9|. Procedure details: Iodine (crystals) was added to magnesium turnings (8.63 g) in diethyl ether under N2. Benzyl bromide was added and the Grignard reaction was started. Benzyl bromide (60.65 g) in diethyl ether (443 ml) was added dropwise at reflux temperature while stirring, the reaction mixture was refluxed for 1 hour. The Grignard reagens was added dropwise to a suspension of 4-methoxy-1-(phenylmethyl)pyridinium bromide (75 g) in diethyl ether (1200 ml) and the mixture was stirred at RT for 18 hours. The mixtur...